From a dataset of the Open Reaction Database (ORD), a public repository of structured organic reaction records. describe an organic reaction: reactants, conditions, products, and yield Starting materials: COc1ccc(CCc2ccc(N)cc2)cc1OC, CC(C)(C)c1cccc2c1OC(=O)C2=O, ClCCl. Product: COc1ccc(CCc2ccc(NC(=O)C(=O)c3cccc(C(C)(C)C)c3O)cc2)cc1OC. As a reaction SMILES: [CH3:16][O:17][c:18]1[cH:19][c:20]([CH2:26][CH2:27][c:28]2[cH:29][cH:30][c:31]([NH2:34])[cH:32][cH:33]2)[cH:21][cH:22][c:23]1[O:24][CH3:25].[CH3:1][C:2]([CH3:3])([CH3:4])[c:5]1[cH:6][cH:7][cH:8][c:9]2[c:13]1[O:12][C:11](=[O:14])[C:10]2=[O:15].[Cl:35][CH2:36][Cl:37]>>[CH3:1][C:2]([CH3:3])([CH3:4])[c:5]1[cH:6][cH:7][cH:8][c:9]([C:10]([C:11](=[O:14])[NH:34][c:31]2[cH:30][cH:29][c:28]([CH2:27][CH2:26][c:20]3[cH:19][c:18]([O:17][CH3:16])[c:23]([O:24][CH3:25])[cH:22][cH:21]3)[cH:33][cH:32]2)=[O:15])[c:13]1[OH:12]. The reactants are C1(=CC=CC=C1)C=1NC=2C=CC=C3C2C1CCNC3=O (2-Phenyl-3,4,5,6-tetrahydro-1H-azepino[5,4,3-cd]indol-6-one), tricyclic bromide, S1C=C(C=C1)B(O)O (thiophene-3-boronic acid). Product: S1C=C(C=C1)C=1NC=2C=CC=C3C2C1CCNC3=O (2-thiophen-3-yl-1,3,4,5-tetrahydro-azepino[5,4,3-cd]indol-6-one). As a reaction SMILES: [C:1]1([C:7]2[NH:8][C:9]3[CH:10]=[CH:11][CH:12]=[C:13]4[C:19](=[O:20])[NH:18][CH2:17][CH2:16][C:15]=2[C:14]=34)[CH:6]=[CH:5]C=C[CH:2]=1.[S:21]1C=CC(B(O)O)=C1>>[S:21]1[CH:5]=[CH:6][C:1]([C:7]2[NH:8][C:9]3[CH:10]=[CH:11][CH:12]=[C:13]4[C:19](=[O:20])[NH:18][CH2:17][CH2:16][C:15]=2[C:14]=34)=[CH:2]1. Procedure details: In a manner similar to that described for Compound 12, the tricyclic bromide (300 mg, 1.13 mmol) and thiophene-3-boronic acid (159 mg, 1.24 mmol) were coupled to yield 2-thiophen-3-yl-1,3,4,5-tetrahydro-azepino[5,4,3-cd]indol-6-one, 249 mg (82%) as a beige solid: m.p. 255-256° C.; 1H NMR (300 MHz, d6-DMSO) δ 3.08 (m, 2H), 3.43 (m, 2H), 7.19 (t, J=7.8 Hz, 1H), 7.54 (m, 2H), 7.67 (dd, J=7.5, 0.9 Hz, 1H), 7.74 (m, 1H), 7.78 (m, 1H), 8.03 (br t, 1H), 11.49 (br s, 1H). MS (electrospray, MH+) 269. Ana... The reactants are ClC1=C(C(=CC(=C1)N1N=CC(NC1=O)=O)Cl)C(C#N)C1=CC=C(C=C1)Cl (2,6-dichloro-α-(4-chlorophenyl)-4-(4,5-dihydro-3,5-dioxo-1,2,4-triazin-2(3H)-yl)benzeneacetonitrile), C([O-])([O-])=O.[K+].[K+] (potassium carbonate), IC (iodomethane). Solvent: CN(C=O)C (N,N-dimethylformamide). Run at temperature 40 celsius, time 1.5 hour. Yields the product ClC1=C(C(=CC(=C1)N1N=CC(N(C1=O)C)=O)Cl)C(C#N)C1=CC=C(C=C1)Cl (2,6-dichloro-α-(4-chlorophenyl)-4-(4,5-dihydro-4-methyl-3,5-dioxo-1,2,4-triazin-2(3H)-yl)benzeneacetonitrile). Yield: 59.2%. As a reaction SMILES: [Cl:1][C:2]1[CH:7]=[C:6]([N:8]2[C:13](=[O:14])[NH:12][C:11](=[O:15])[CH:10]=[N:9]2)[CH:5]=[C:4]([Cl:16])[C:3]=1[CH:17]([C:20]1[CH:25]=[CH:24][C:23]([Cl:26])=[CH:22][CH:21]=1)[C:18]#[N:19].[C:27](=O)([O-])[O-].[K+].[K+].IC>CN(C)C=O>[Cl:1][C:2]1[CH:7]=[C:6]([N:8]2[C:13](=[O:14])[N:12]([CH3:27])[C:11](=[O:15])[CH:10]=[N:9]2)[CH:5]=[C:4]([Cl:16])[C:3]=1[CH:17]([C:20]1[CH:25]=[CH:24][C:23]([Cl:26])=[CH:22][CH:21]=1)[C:18]#[N:19] |f:1.2.3|. Procedure details: To a stirred mixture of 4 parts of 2,6-dichloro-α-(4-chlorophenyl)-4-(4,5-dihydro-3,5-dioxo-1,2,4-triazin-2(3H)-yl)benzeneacetonitrile, 1.4 parts of potassium carbonate and 22.5 parts of N,N-dimethylformamide were added 2.84 parts of iodomethane at room temperature. The reaction mixture was stirred for 1.5 hours at 40° C. After evaporation in vacuo, the residue was taken up in water. The precipitated product was filtered off and washed with water. After crystallization from acetonitrile, the pro... The reactants are BrC1=NC(=CC=C1OCCC)I (2-bromo-6-iodo-3-propoxypyridine), O (water), COC1=CC=C(CO)C=C1 (4-Methoxybenzyl alcohol), [H-].[Na+] (sodium hydride). The solvent is CN(C=O)C (N,N-dimethylformamide), CN(C=O)C (N,N-dimethylformamide). Conditions: time 15 minute. Yields the product IC1=CC=C(C(=N1)OCC1=CC=C(C=C1)OC)OCCC (6-Iodo-2-[(4-methoxybenzyl)oxy]-3-propoxypyridine). Reaction SMILES: [CH3:1][O:2][C:3]1[CH:10]=[CH:9][C:6]([CH2:7][OH:8])=[CH:5][CH:4]=1.[H-].[Na+].Br[C:14]1[C:19]([O:20][CH2:21][CH2:22][CH3:23])=[CH:18][CH:17]=[C:16]([I:24])[N:15]=1.O>CN(C)C=O>[I:24][C:16]1[N:15]=[C:14]([O:8][CH2:7][C:6]2[CH:9]=[CH:10][C:3]([O:2][CH3:1])=[CH:4][CH:5]=2)[C:19]([O:20][CH2:21][CH2:22][CH3:23])=[CH:18][CH:17]=1 |f:1.2|. Reported procedure: 4-Methoxybenzyl alcohol (689 mg) was added to a solution of sodium hydride (200 mg) in N,N-dimethylformamide (4 mL) under ice-cooling, and the mixture was stirred at room temperature for 15 minutes. A solution of 2-bromo-6-iodo-3-propoxypyridine in N,N-dimethylformamide (2 mL) was added thereto, and the mixture was stirred at 85° C. for six hours. The reaction solution was poured into water, followed by extraction with ethyl acetate. The organic layer was washed with brine, dried over anhydrous ... Starting materials: C[Si](C)(C)C=[N+]=[N-] (trimethylsilyldiazomethane), C(C1=CC=CC=C1)OC(=O)N1C(CN(CC1)C(=O)OC(C)(C)C)C(=O)O (1-Benzyloxycarbonyl-4-tert-butoxycarbonyl-piperazine-2-carboxylic acid), C(C)(=O)O (acetic acid). The solvent is CCCCCC (hexane), CO (methanol), C1=CC=CC=C1 (benzene). Reaction conditions: time 10 minute. Yields the product C(C1=CC=CC=C1)OC(=O)N1C(CN(CC1)C(=O)OC(C)(C)C)C(=O)OC (Methyl 1-Benzyloxycarbonyl-4-tert-butoxycarbonyl-piperazine-2-carboxylate). As a reaction SMILES: [CH2:1]([O:8][C:9]([N:11]1[CH2:16][CH2:15][N:14]([C:17]([O:19][C:20]([CH3:23])([CH3:22])[CH3:21])=[O:18])[CH2:13][CH:12]1[C:24]([OH:26])=[O:25])=[O:10])[C:2]1[CH:7]=[CH:6][CH:5]=[CH:4][CH:3]=1.[CH3:27][Si](C=[N+]=[N-])(C)C.C(O)(=O)C>CO.C1C=CC=CC=1.CCCCCC>[CH2:1]([O:8][C:9]([N:11]1[CH2:16][CH2:15][N:14]([C:17]([O:19][C:20]([CH3:22])([CH3:23])[CH3:21])=[O:18])[CH2:13][CH:12]1[C:24]([O:26][CH3:27])=[O:25])=[O:10])[C:2]1[CH:3]=[CH:4][CH:5]=[CH:6][CH:7]=1. Procedure: 1-Benzyloxycarbonyl-4-tert-butoxycarbonyl-piperazine-2-carboxylic acid (4.76 g, 13.0 mmol) (prepared as described by C. F. Bigge, S. J. Hays, P. M. Novak, J. T. Drummond, G. Johnson, T. P. Bobovski in Tetrahedron Letters, Vol. 30, 5193-5196, 1989) was dissolved in 10% methanol in benzene. A solution of trimethylsilyldiazomethane in hexane (8 mL, 2M) was added dropwise. After 10 min, glacial acetic acid (1 mL) was added. When gas evolution ceased, the solvents were removed in vacuo, and the resid... The reactants are [N+](=O)([O-])C1=C2C(C(=O)OC2=O)=CC(=C1)[N+](=O)[O-] (3,5-dinitrophthalic anhydride), C(CCC)N (n-butylamine). Solvent: C=1(C(=CC=CC1)C)C (xylene), C=1(C(=CC=CC1)C)C (xylene). Conditions: temperature 105 celsius. Product: C(CCC)N=C(C=1C(C(=O)O)=C(C=C(C1)[N+](=O)[O-])[N+](=O)[O-])O (3,5-Dinitrophthalic acid N-n-butylimide). Reaction SMILES: [N+:1]([C:4]1[CH:14]=[C:13]([N+:15]([O-:17])=[O:16])[CH:12]=[C:6]2[C:7]([O:9][C:10](=[O:11])[C:5]=12)=[O:8])([O-:3])=[O:2].[CH2:18]([NH2:22])[CH2:19][CH2:20][CH3:21]>C1(C)C(C)=CC=CC=1>[CH2:18]([N:22]=[C:7]([OH:8])[C:6]1[C:5](=[C:4]([N+:1]([O-:3])=[O:2])[CH:14]=[C:13]([N+:15]([O-:17])=[O:16])[CH:12]=1)[C:10]([OH:9])=[O:11])[CH2:19][CH2:20][CH3:21]. Procedure details: 23.81 g (0.1 mole) of 3,5-dinitrophthalic anhydride are dissolved under reflux in 150 ml of xylene. The mixture is cooled to 105° C. and 7.31 g (0.1 mol) of n-butylamine in 10 ml of xylene are added dropwise, with vigorous stirring. On warming slowly to the reflux temperature, the amic acid which has precipitated out is converted to the soluble product, partly with vigorous foaming. After refluxing for 30 minutes under a water separator, the mixture is cooled and filtered and the mother liquor i... Starting materials: N1(C=CC=C1)CC1=CC=C(C=C1)SC=1C=C(C=CC1)C1(CCOCC1)C(=O)O (4-[3-[4-(pyrrol-1-ylmethyl)phenylthio]phenyl]-3,4,5,6-tetrahydro-2H-pyran-4-carboxylic acid), C([O-])(O)=O.[NH4+] (ammonium bicarbonate), C(C)OC1N(C2=CC=CC=C2C=C1)C(=O)OCC (2-ethoxy-1-ethoxycarbonyl-1,2-dihydroquinoline), C([O-])(O)=O.[NH4+] (Ammonium bicarbonate), C(C)OC1N(C2=CC=CC=C2C=C1)C(=O)OCC (2-ethoxy-1-ethoxycarbonyl-1,2-dihydroquinoline). Solvent: ClCCl (dichloromethane). Run at time 8 hour. Product: N1(C=CC=C1)CC1=CC=C(C=C1)SC=1C=C(C=CC1)C1(CCOCC1)C(=O)N (4-[3-[4-(Pyrrol-1-ylmethyl)phenylthio]phenyl]-3,4,5,6-tetrahydro-2H-pyran-4-carboxamide). The yield is 54.2%. As a reaction SMILES: [N:1]1([CH2:6][C:7]2[CH:12]=[CH:11][C:10]([S:13][C:14]3[CH:15]=[C:16]([C:20]4([C:26]([OH:28])=O)[CH2:25][CH2:24][O:23][CH2:22][CH2:21]4)[CH:17]=[CH:18][CH:19]=3)=[CH:9][CH:8]=2)[CH:5]=[CH:4][CH:3]=[CH:2]1.C(=O)(O)[O-].[NH4+].C(OC1C=CC2C(=CC=CC=2)[N:38]1C(OCC)=O)C>ClCCl>[N:1]1([CH2:6][C:7]2[CH:12]=[CH:11][C:10]([S:13][C:14]3[CH:15]=[C:16]([C:20]4([C:26]([NH2:38])=[O:28])[CH2:21][CH2:22][O:23][CH2:24][CH2:25]4)[CH:17]=[CH:18][CH:19]=3)=[CH:9][CH:8]=2)[CH:5]=[CH:4][CH:3]=[CH:2]1 |f:1.2|. Procedure: A suspension of 4-[3-[4-(pyrrol-1-ylmethyl)phenylthio]phenyl]-3,4,5,6-tetrahydro-2H-pyran-4-carboxylic acid (0.36 g, 0.93 mmol), ammonium bicarbonate (0.44 g, 5.58 mmol) and 2-ethoxy-1-ethoxycarbonyl-1,2-dihydroquinoline (0.28 g, 1.12 mmol) in dichloromethane (20 ml) were stirred at room temperature overnight. Ammonium bicarbonate and 2-ethoxy-1-ethoxycarbonyl-1,2-dihydroquinoline were added until the acid was consumed. The reaction mixture was diluted with dichloromethane (50 ml) and washed wit... Starting materials: ClC1=C(C=C(CNC(=O)C2CC2)C=C1)N1N=C(NC1=O)C1=C(C=C(C=C1)I)F (N-(4-chloro-3-(3-(2-fluoro-4-iodophenyl)-5-oxo-4,5-dihydro-1H-1,2,4-triazol-1-yl)benzyl)cyclopropanecarboxamide), ClC1=C(C=CC(=C1)C(F)(F)F)C#C (2-chloro-1-ethynyl-4-(trifluoromethyl)benzene), CCCC[N+](CCCC)(CCCC)CCCC.[F-] (TBAF). The reagents and catalysts are Cl[Pd]([P](C1=CC=CC=C1)(C2=CC=CC=C2)C3=CC=CC=C3)([P](C4=CC=CC=C4)(C5=CC=CC=C5)C6=CC=CC=C6)Cl (bis(triphenylphosphine)palladium(II) chloride). The solvent is CS(=O)C (DMSO). Product: ClC1=C(C=C(CNC(=O)C2CC2)C=C1)N1N=C(NC1=O)C1=C(C=C(C=C1)C#CC1=C(C=C(C=C1)C(F)(F)F)Cl)F (N-(4-Chloro-3-(3-(4-((2-chloro-4-(trifluoromethyl)phenyl)ethynyl)-2-fluorophenyl)-5-oxo-4,5-dihydro-1H-1,2,4-triazol-1-yl)benzyl)cyclopropanecarboxamide). Yield: 43.5%. As a reaction SMILES: [Cl:1][C:2]1[CH:14]=[CH:13][C:5]([CH2:6][NH:7][C:8]([CH:10]2[CH2:12][CH2:11]2)=[O:9])=[CH:4][C:3]=1[N:15]1[C:19](=[O:20])[NH:18][C:17]([C:21]2[CH:26]=[CH:25][C:24](I)=[CH:23][C:22]=2[F:28])=[N:16]1.[Cl:29][C:30]1[CH:35]=[C:34]([C:36]([F:39])([F:38])[F:37])[CH:33]=[CH:32][C:31]=1[C:40]#[CH:41].CCCC[N+](CCCC)(CCCC)CCCC.[F-]>Cl[Pd](Cl)([P](C1C=CC=CC=1)(C1C=CC=CC=1)C1C=CC=CC=1)[P](C1C=CC=CC=1)(C1C=CC=CC=1)C1C=CC=CC=1.CS(C)=O>[Cl:1][C:2]1[CH:14]=[CH:13][C:5]([CH2:6][NH:7][C:8]([CH:10]2[CH2:12][CH2:11]2)=[O:9])=[CH:4][C:3]=1[N:15]1[C:19](=[O:20])[NH:18][C:17]([C:21]2[CH:26]=[CH:25][C:24]([C:41]#[C:40][C:31]3[CH:32]=[CH:33][C:34]([C:36]([F:37])([F:38])[F:39])=[CH:35][C:30]=3[Cl:29])=[CH:23][C:22]=2[F:28])=[N:16]1 |f:2.3,^1:62,81|. Procedure: The title compound was prepared according to the procedure described in Example-3 by using N-(4-chloro-3-(3-(2-fluoro-4-iodophenyl)-5-oxo-4,5-dihydro-1H-1,2,4-triazol-1-yl)benzyl)cyclopropanecarboxamide (Intermediate-48, 0.060 g, 0.117 mmol), 2-chloro-1-ethynyl-4-(trifluoromethyl)benzene (Intermediate-25, 0.037 g, 0.175 mmol), TBAF (0.073 g, 0.234 mmol), bis(triphenylphosphine)palladium(II) chloride (catalytic) and DMSO (1.0 mL) at 80° C. to afford 0.030 g of the desired product. 1H NMR (300 MHz... Reaction SMILES: [CH3:37][N:38]([CH3:39])[CH:40]=[O:41].[Ca+2:32].[Cl:1][CH2:2][C:3](=[O:4])[NH:5][CH2:6][CH2:7][c:8]1[cH:9][c:10]([O:16][CH3:17])[c:11]([O:14][CH3:15])[cH:12][cH:13]1.[I-:31].[NH2:18][c:19]1[cH:20][c:21]([C:22](=[O:23])[NH:24][CH2:25][CH3:26])[cH:27][cH:28][cH:29]1.[Na+:30].[O-:33][C:34](=[O:35])[O-:36]>>[CH2:2]([C:3](=[O:4])[NH:5][CH2:6][CH2:7][c:8]1[cH:9][c:10]([O:16][CH3:17])[c:11]([O:14][CH3:15])[cH:12][cH:13]1)[NH:18][c:19]1[cH:20][c:21]([C:22](=[O:23])[NH:24][CH2:25][CH3:26])[cH:27][cH:28][cH:29]1. Product: CCNC(=O)c1cccc(NCC(=O)NCCc2ccc(OC)c(OC)c2)c1. Starting materials: CN(C)C=O, [Ca+2], COc1ccc(CCNC(=O)CCl)cc1OC, [I-], CCNC(=O)c1cccc(N)c1, [Na+], O=C([O-])[O-].